Dataset: the Open Reaction Database (ORD), a public repository of structured organic reaction records. Task: describe an organic reaction: reactants, conditions, products, and yield Starting materials: Cl.C1(=CC=CC2=CC=CC=C12)OC([C@@H](NC([C@@H](NC([C@@H](NC(C1=CC=CC=C1)=O)C(C)C)=O)CC(C)C)=O)CCCCN)=O (N-benzoyl-L-valyl-L-leucyl-L-lysine 1-naphthyl ester hydrochloride), [OH-].[Na+] (sodium hydroxide). The solvent is CO (methanol). Run at time 8 hour. Yields the product C(C1=CC=CC=C1)(=O)N[C@@H](C(C)C)C(=O)N[C@@H](CC(C)C)C(=O)O (N-benzoyl-L-valyl-L-leucine). The yield is 65.0%. As a reaction SMILES: Cl.C1(OC(=O)[C@H](CCCCN)N[C:16](=[O:38])[C@H:17]([CH2:34][CH:35]([CH3:37])[CH3:36])[NH:18][C:19](=[O:33])[C@H:20]([CH:30]([CH3:32])[CH3:31])[NH:21][C:22](=[O:29])[C:23]2[CH:28]=[CH:27][CH:26]=[CH:25][CH:24]=2)C2C(=CC=CC=2)C=CC=1.[OH-:45].[Na+]>CO>[C:22]([NH:21][C@H:20]([C:19]([NH:18][C@H:17]([C:16]([OH:38])=[O:45])[CH2:34][CH:35]([CH3:36])[CH3:37])=[O:33])[CH:30]([CH3:31])[CH3:32])(=[O:29])[C:23]1[CH:24]=[CH:25][CH:26]=[CH:27][CH:28]=1 |f:0.1,2.3|. Procedure: In 150 ml of methanol was dissolved 5.0 g of the above ester, and 20 ml of 1N sodium hydroxide solution was added to the solution. The mixture was stirred at room temperature for 8 hrs. The reaction mixture was concentrated at a low temperature, after which ethyl acetate and distilled water were added to the residue. The resulting mixture was shaken, and the aqueous layer was separated and made weakly acidic with 10% hydrochloric acid solution. The oily substance thus precipitated was extracted ... Reactants: ClC1=C2C(=NC=C1)NC(=C2)C (4-chloro-2-methyl-1H-pyrrolo[2,3-b]pyridine), C(C)(=O)[O-].[Na+] (sodium acetate). Run in C(C)(=O)O (acetic acid). Product: CC1=CC2=C(N=CC=C2O)N1 (2-Methyl-1H-pyrrolo[2,3-b]pyridin-4-ol). Yield: 84.4%. As a reaction SMILES: Cl[C:2]1[CH:7]=[CH:6][N:5]=[C:4]2[NH:8][C:9]([CH3:11])=[CH:10][C:3]=12.C([O-])(=[O:14])C.[Na+]>C(O)(=O)C>[CH3:11][C:9]1[NH:8][C:4]2[N:5]=[CH:6][CH:7]=[C:2]([OH:14])[C:3]=2[CH:10]=1 |f:1.2|. Procedure details: A mixure of 4-chloro-2-methyl-1H-pyrrolo[2,3-b]pyridine (120 mg, 0.72 mmol) and sodium acetate (150 mg, 1.83 mmol) in acetic acid (1.5 mL) was microwaved at 200° C. for 40 minutes. The mixture was purified by preparative HPLC and the appropriate fractions were concentrated in vacuo and lyophilized to afford the title compound (90 mg, 47%). 1H NMR (CD3OD) δ 8.09 (d, 1H, J=5.5 Hz), 6.80 (d, 1H, J=5.5 Hz), 6.49 (s, 1H), 2.46 (s, 3H); MS(ESI+) m/z 149 (M+H)+. The reactants are CC(C)(CO)COCc1ccc(F)c(Oc2ccccc2)c1, Cl, Cc1ccc(S(=O)(=O)Cl)cc1, c1ccncc1. The product is Cc1ccc(S(=O)(=O)OCC(C)(C)COCc2ccc(F)c(Oc3ccccc3)c2)cc1. As a reaction SMILES: [CH3:1][C:2]([CH2:3][OH:4])([CH2:5][O:6][CH2:7][c:8]1[cH:9][c:10]([O:15][c:16]2[cH:17][cH:18][cH:19][cH:20][cH:21]2)[c:11]([F:14])[cH:12][cH:13]1)[CH3:22].[ClH:34].[c:23]1([CH3:33])[cH:24][cH:25][c:26]([S:29](=[O:30])(=[O:31])[Cl:32])[cH:27][cH:28]1.[cH:35]1[cH:36][cH:37][n:38][cH:39][cH:40]1>>[CH3:1][C:2]([CH2:3][O:4][S:29]([c:26]1[cH:25][cH:24][c:23]([CH3:33])[cH:28][cH:27]1)(=[O:30])=[O:31])([CH2:5][O:6][CH2:7][c:8]1[cH:9][c:10]([O:15][c:16]2[cH:17][cH:18][cH:19][cH:20][cH:21]2)[c:11]([F:14])[cH:12][cH:13]1)[CH3:22].